Dataset: the Open Reaction Database (ORD), a public repository of structured organic reaction records. Task: describe an organic reaction: reactants, conditions, products, and yield Starting materials: FC(C=1C=C(C=CC1)S(=O)(=O)N1C(CCC1)CC(=O)NC1C=2C=CC(=CC2CCC1)OS(=O)(=O)C(F)(F)F)(F)F (trifluoro-methanesulfonic acid 5-{2-[1-(3-trifluoromethyl-benzenesulfonyl)-pyrrolidin-2-yl]-acetylamino}-5,6,7,8-tetrahydro-naphthalen-2-yl ester), C(C)(C)(C)OC(NCC=C)=O (allyl carbamic acid tert-butyl ester), C(=O)([O-])[O-].[K+].[K+] (K2CO3). Reagents/catalysts: C(C)(=O)[O-].[Pd+2].C(C)(=O)[O-] (palladium acetate), C1=CC=C(C=C1)P([C-]2C=CC=C2)C3=CC=CC=C3.C1=CC=C(C=C1)P([C-]2C=CC=C2)C3=CC=CC=C3.[Fe+2] (DPPF). Run in CC#N (CH3CN). Run at temperature 80 celsius, time 20 hour. Product: C(C)(C)(C)OC(NCC(=C)C1=CC=2CCCC(C2C=C1)NC(CC1N(CCC1)S(=O)(=O)C1=CC(=CC=C1)C(F)(F)F)=O)=O ([2-(5-{2-[1-(3-trifluoromethyl-benzenesulfonyl)-pyrrolidin-2-yl]-acetylamino}-5,6,7,8-tetrahydro-naphthalen-2-yl)-allyl]-carbamic acid tert-butyl ester). As a reaction SMILES: [F:1][C:2]([F:40])([F:39])[C:3]1[CH:4]=[C:5]([S:9]([N:12]2[CH2:16][CH2:15][CH2:14][CH:13]2[CH2:17][C:18]([NH:20][CH:21]2[CH2:30][CH2:29][CH2:28][C:27]3[CH:26]=[C:25](OS(C(F)(F)F)(=O)=O)[CH:24]=[CH:23][C:22]2=3)=[O:19])(=[O:11])=[O:10])[CH:6]=[CH:7][CH:8]=1.[C:41]([O:45][C:46](=[O:51])[NH:47][CH2:48][CH:49]=[CH2:50])([CH3:44])([CH3:43])[CH3:42].C([O-])([O-])=O.[K+].[K+]>CC#N.C([O-])(=O)C.[Pd+2].C([O-])(=O)C.C1C=CC(P(C2C=CC=CC=2)[C-]2C=CC=C2)=CC=1.C1C=CC(P(C2C=CC=CC=2)[C-]2C=CC=C2)=CC=1.[Fe+2]>[C:41]([O:45][C:46](=[O:51])[NH:47][CH2:48][C:49]([C:25]1[CH:24]=[CH:23][C:22]2[CH:21]([NH:20][C:18](=[O:19])[CH2:17][CH:13]3[CH2:14][CH2:15][CH2:16][N:12]3[S:9]([C:5]3[CH:6]=[CH:7][CH:8]=[C:3]([C:2]([F:39])([F:40])[F:1])[CH:4]=3)(=[O:11])=[O:10])[CH2:30][CH2:29][CH2:28][C:27]=2[CH:26]=1)=[CH2:50])([CH3:44])([CH3:43])[CH3:42] |f:2.3.4,6.7.8,9.10.11|. Procedure details: A mixture of trifluoro-methanesulfonic acid 5-{2-[1-(3-trifluoromethyl-benzenesulfonyl)-pyrrolidin-2-yl]-acetylamino}-5,6,7,8-tetrahydro-naphthalen-2-yl ester (150 mg, 0.244 mmol, 1.0 eq), allyl carbamic acid tert-butyl ester (230 mg, 1.47 mmol, 6.0 eq), palladium acetate (Strem Chemicals, 3.3 mg, 0.015 mmol, 0.06 eq), DPPF (Aldrich, 36 mg, 0.064 mmol, 0.26 eq) and K2CO3 (Aldrich, 51 mg, 0.37 mmol, 1.5 eq) in CH3CN (2 mL) was flushed with N2 for 10 min. The reaction was heated to 80° C. and stir...